Dataset: the Open Reaction Database (ORD), a public repository of structured organic reaction records. Task: describe an organic reaction: reactants, conditions, products, and yield Starting materials: CCOC(=O)CN1CCc2ccc(OCc3ccc(-c4ccc(C(F)(F)F)cc4)nc3C)cc21, [Li+], [OH-]. Product: Cc1nc(-c2ccc(C(F)(F)F)cc2)ccc1COc1ccc2c(c1)N(CC(=O)O)CC2. As a reaction SMILES: [CH2:1]([CH3:2])[O:3][C:4]([CH2:5][N:6]1[CH2:7][CH2:8][c:9]2[cH:10][cH:11][c:12]([O:15][CH2:16][c:17]3[c:18]([CH3:33])[n:19][c:20](-[c:23]4[cH:24][cH:25][c:26]([C:29]([F:30])([F:31])[F:32])[cH:27][cH:28]4)[cH:21][cH:22]3)[cH:13][c:14]21)=[O:34].[Li+:36].[OH-:35]>>[O:3]=[C:4]([CH2:5][N:6]1[CH2:7][CH2:8][c:9]2[cH:10][cH:11][c:12]([O:15][CH2:16][c:17]3[c:18]([CH3:33])[n:19][c:20](-[c:23]4[cH:24][cH:25][c:26]([C:29]([F:30])([F:31])[F:32])[cH:27][cH:28]4)[cH:21][cH:22]3)[cH:13][c:14]21)[OH:34]. The reactants are ClCCCC(=O)Cl (4-chloro-butyryl chloride), C(Cl)Cl (DCM), NC=1C=C(C#N)C=CC1 (3-Aminobenzonitril), C1CCC2=NCCCN2CC1 (DBU). The solvent is CN(C)C=O (DMF), CCN(C(C)C)C(C)C (DIPEA). Conditions: temperature 0 celsius, time 1 hour. Yields the product O=C1N(CCC1)C=1C=C(C#N)C=CC1 (3-(2-Oxo-pyrrolidin-1-yl)-benzonitrile). RXN SMILES: [NH2:1][C:2]1[CH:3]=[C:4]([CH:7]=[CH:8][CH:9]=1)[C:5]#[N:6].Cl[CH2:11][CH2:12][CH2:13][C:14](Cl)=[O:15].C1CCN2C(=NCCC2)CC1.C(Cl)Cl>CN(C=O)C.CCN(C(C)C)C(C)C>[O:15]=[C:14]1[CH2:13][CH2:12][CH2:11][N:1]1[C:2]1[CH:3]=[C:4]([CH:7]=[CH:8][CH:9]=1)[C:5]#[N:6]. Reported procedure: g of 3-Aminobenzonitril were dissolved in 20 ml DMF and 4.4 ml of DIPEA. The reaction mixture was cooled to 0° C. and 2 ml of 4-chloro-butyryl chloride added. The reaction mixture was stirred at rt for 1 h. 5 ml of DBU were added and the reaction mixture stirred at rt overnight. DCM was added and the organic phase washed with 1N HCL and water. The organic layer was separated, dried over Na2SO4 and evaporated. MS(ISO): 187.2 (MH+) Reactants: C#CCBr, CCOC(OCC)OCC, [I-], [I-], [Zn+2]. Yields the product CCOC(C#CCBr)OCC. As a reaction SMILES: [CH2:1]([C:2]#[CH:3])[Br:4].[CH2:5]([CH3:6])[O:7][CH:8]([O:9][CH2:10][CH3:11])[O:12][CH2:13][CH3:14].[I-:15].[I-:17].[Zn+2:16]>>[CH2:1]([C:2]#[C:3][CH:8]([O:7][CH2:5][CH3:6])[O:9][CH2:10][CH3:11])[Br:4]. Starting materials: CC(=O)NCCSCC(CC(=O)O)C(=O)c1cccnc1, OC1CCc2ccccc21. The product is CC(=O)NCCSCC(CC(=O)OC1CCc2ccccc21)C(=O)c1cccnc1. Reaction SMILES: [C:1]([CH3:2])(=[O:3])[NH:4][CH2:5][CH2:6][S:7][CH2:8][CH:9]([CH2:10][C:11](=[O:12])[OH:13])[C:14]([c:15]1[cH:16][n:17][cH:18][cH:19][cH:20]1)=[O:21].[CH:22]1([OH:31])[CH2:23][CH2:24][c:25]2[cH:26][cH:27][cH:28][cH:29][c:30]21>>[C:1]([CH3:2])(=[O:3])[NH:4][CH2:5][CH2:6][S:7][CH2:8][CH:9]([CH2:10][C:11](=[O:12])[O:13][CH:22]1[CH2:23][CH2:24][c:25]2[cH:26][cH:27][cH:28][cH:29][c:30]21)[C:14]([c:15]1[cH:16][n:17][cH:18][cH:19][cH:20]1)=[O:21]. The reactants are C(=C)(C)[C@H]1CC[C@H](CC1)CO (cis-4-isopropenyl-cyclohexylmethanol), C(C)(=O)OC(C)=O (acetic anhydride). Solvent: N1=CC=CC=C1 (pyridine). The product is C(C)(=O)OC[C@@H]1CC[C@@H](CC1)C(=C)C (cis-4-isopropenyl-cyclohexylmethyl acetate). The yield is 65.0%. As a reaction SMILES: [C:1]([C@@H:4]1[CH2:9][CH2:8][C@H:7]([CH2:10][OH:11])[CH2:6][CH2:5]1)([CH3:3])=[CH2:2].[C:12](OC(=O)C)(=[O:14])[CH3:13]>N1C=CC=CC=1>[C:12]([O:11][CH2:10][C@H:7]1[CH2:8][CH2:9][C@@H:4]([C:1]([CH3:3])=[CH2:2])[CH2:5][CH2:6]1)(=[O:14])[CH3:13]. Procedure details: 3.9 g of cis-4-isopropenyl-cyclohexylmethanol, 50 ml of acetic anhydride and 20 ml of pyridine were kept overnight at room temperature. The reaction mixture was then poured onto crushed ice and extracted with ether. The organic layer was successively washed with a 2N solution of Na2CO3, HCl at 10% in water and finally with a saturated aqueous NaCl solution. After the usual treatments of drying and evaporation, the fractional distillation of the obtained residue yielded 3.2 g (65%) of cis-4-isopr... The reactants are CCN=C=NCCCN(C)C, Cc1ccc(CC(=O)O)o1, CC#N, CCOC(C)=O, Nc1ccc(F)cc1, CN(C)C=O, On1nnc2cccnc21. Yields the product Cc1ccc(CC(=O)Nc2ccc(F)cc2)o1. As a reaction SMILES: [CH3:11][N:12]([CH3:13])[CH2:14][CH2:15][CH2:16][N:17]=[C:18]=[N:19][CH2:20][CH3:21].[CH3:1][c:2]1[cH:3][cH:4][c:5]([CH2:7][C:8](=[O:9])[OH:10])[o:6]1.[CH3:40][C:41]#[N:42].[CH3:48][CH2:49][O:50][C:51]([CH3:52])=[O:53].[NH2:32][c:33]1[cH:34][cH:35][c:36]([F:37])[cH:38][cH:39]1.[O:43]=[CH:44][N:45]([CH3:46])[CH3:47].[OH:22][n:23]1[c:24]2[n:25][cH:26][cH:27][cH:28][c:29]2[n:30][n:31]1>>[CH3:1][c:2]1[cH:3][cH:4][c:5]([CH2:7][C:8](=[O:10])[NH:32][c:33]2[cH:34][cH:35][c:36]([F:37])[cH:38][cH:39]2)[o:6]1. RXN SMILES: [Br:28][CH2:29][c:30]1[cH:31][cH:32][cH:33][cH:34][cH:35]1.[CH3:36][CH2:37][O:38][C:39]([CH3:40])=[O:41].[F:6][c:7]1[cH:8][c:9]([CH2:15][CH2:16][C:17](=[O:18])[O:19][CH2:20][CH3:21])[cH:10][c:11]([OH:14])[c:12]1[F:13].[K+:22].[K+:23].[O-:24][C:25]([O-:26])=[O:27].[O:1]=[CH:2][N:3]([CH3:4])[CH3:5].[OH2:42]>>[F:6][c:7]1[cH:8][c:9]([CH2:15][CH2:16][C:17](=[O:18])[O:19][CH2:20][CH3:21])[cH:10][c:11]([O:14][CH2:29][c:30]2[cH:31][cH:32][cH:33][cH:34][cH:35]2)[c:12]1[F:13]. Reactants: BrCc1ccccc1, CCOC(C)=O, CCOC(=O)CCc1cc(O)c(F)c(F)c1, [K+], [K+], O=C([O-])[O-], CN(C)C=O, O. Product: CCOC(=O)CCc1cc(F)c(F)c(OCc2ccccc2)c1. Starting materials: COc1ccc(N2CCN(C(=O)C(CC(C)C)C3OC(C)(C)OC3=O)CC2)cc1, CC(C)O, NO. The product is COc1ccc(N2CCN(C(=O)C(CC(C)C)C(O)C(=O)NO)CC2)cc1. As a reaction SMILES: [CH3:1][O:2][c:3]1[cH:4][cH:5][c:6]([N:9]2[CH2:10][CH2:11][N:12]([C:15](=[O:16])[CH:17]([CH2:18][CH:19]([CH3:20])[CH3:21])[CH:22]3[C:23](=[O:29])[O:24][C:25]([CH3:27])([CH3:28])[O:26]3)[CH2:13][CH2:14]2)[cH:7][cH:8]1.[CH:32]([OH:33])([CH3:34])[CH3:35].[NH2:30][OH:31]>>[CH3:1][O:2][c:3]1[cH:4][cH:5][c:6]([N:9]2[CH2:10][CH2:11][N:12]([C:15](=[O:16])[CH:17]([CH2:18][CH:19]([CH3:20])[CH3:21])[CH:22]([C:23](=[O:24])[NH:30][OH:31])[OH:26])[CH2:13][CH2:14]2)[cH:7][cH:8]1. The reactants are N1CCC(CC1)=O (4-piperidone), ClCCCCCCOCCC (1-chloro-6-propoxyhexane). The product is C(CC)OCCCCCCN1CCC(CC1)=O (1-(6-Propoxyhexyl)-4-piperidone). As a reaction SMILES: [NH:1]1[CH2:6][CH2:5][C:4](=[O:7])[CH2:3][CH2:2]1.Cl[CH2:9][CH2:10][CH2:11][CH2:12][CH2:13][CH2:14][O:15][CH2:16][CH2:17][CH3:18]>>[CH2:16]([O:15][CH2:14][CH2:13][CH2:12][CH2:11][CH2:10][CH2:9][N:1]1[CH2:6][CH2:5][C:4](=[O:7])[CH2:3][CH2:2]1)[CH2:17][CH3:18]. Reported procedure: 1-(6-Propoxyhexyl)-4-piperidone is prepared from 4-piperidone and 1-chloro-6-propoxyhexane essentially as described above in Example 38, Scheme C, step a. Starting materials: ClCCl, C=C1CNN(C(=O)OCc2ccccc2)C1, O=C(Cl)Cc1ccc(F)cc1, [Na+], [OH-], O, O. Yields the product C=C1CN(C(=O)Cc2ccc(F)cc2)N(C(=O)OCc2ccccc2)C1. As a reaction SMILES: [CH2:30]([Cl:31])[Cl:32].[CH2:3]([c:4]1[cH:5][cH:6][cH:7][cH:8][cH:9]1)[O:10][C:11](=[O:12])[N:13]1[NH:14][CH2:15][C:16](=[CH2:18])[CH2:17]1.[F:19][c:20]1[cH:21][cH:22][c:23]([CH2:26][C:27](=[O:28])[Cl:29])[cH:24][cH:25]1.[Na+:2].[OH-:1].[OH2:33].[OH2:34]>>[CH2:3]([c:4]1[cH:5][cH:6][cH:7][cH:8][cH:9]1)[O:10][C:11](=[O:12])[N:13]1[N:14]([C:27]([CH2:26][c:23]2[cH:22][cH:21][c:20]([F:19])[cH:25][cH:24]2)=[O:28])[CH2:15][C:16](=[CH2:18])[CH2:17]1.